This data is from the Open Reaction Database (ORD), a public repository of structured organic reaction records. The task is: describe an organic reaction: reactants, conditions, products, and yield Reactants: CC(C)(C)C[Mg+], CCOCC, NS(=O)(=O)C1CCCCC1, [Cl-]. Yields the product CC(C)(C)CS(N)(=O)=O. As a reaction SMILES: [CH2:12]([C:13]([CH3:14])([CH3:15])[CH3:16])[Mg+:17].[CH3:18][CH2:19][O:20][CH2:21][CH3:22].[CH:1]1([S:7](=[O:8])(=[O:9])[NH2:10])[CH2:2][CH2:3][CH2:4][CH2:5][CH2:6]1.[Cl-:11]>>[S:7](=[O:8])(=[O:9])([NH2:10])[CH2:12][C:13]([CH3:14])([CH3:15])[CH3:16].